Dataset: the Open Reaction Database (ORD), a public repository of structured organic reaction records. Task: describe an organic reaction: reactants, conditions, products, and yield Reactants: C1(CC1)NC(=O)C1=CC=CC=2SC(=CC21)C2=NC(=NC=C2C)NCCN2[C@@H](CNCC2)C ((R)-2-{5-methyl-2-[2-(2-methylpiperazin-1-yl)-ethylamino]-pyrimidin-4-yl}-benzo[b]thiophene-4-carboxylic acid cyclopropylamide), Cl.Cl.ClC=1C(=NC(=NC1)NCCC1CCN(CC1)C)C1=CC2=C(S1)C=CC=C2C(=O)N (2-{5-chloro-2-[2-(1-methylpiperidin-4-yl)-ethylamino]-pyrimidin-4-yl}-benzo[b]thiophene-4-carboxylic acid amide di-hydrochloride). The product is Cl.Cl.Cl.C1(CC1)NC(=O)C1=CC=CC=2SC(=CC21)C2=NC(=NC=C2C)NCCN2[C@@H](CN(CC2)C)C ((R)-2-{2-[2-(2,4-Dimethylpiperazin-1-yl)-ethylamino]- 5-methylpyrimidin-4-yl}-benzo[b]thiophene-4-carboxylic acid cyclopropylamide tri-hydrochloride). RXN SMILES: [ClH:1].Cl.[Cl:3][C:4]1C(C2SC3C=CC=C(C(N)=O)C=3C=2)=NC(NCCC2CCN(C)CC2)=NC=1.[CH:32]1([NH:35][C:36]([C:38]2[C:46]3[CH:45]=[C:44]([C:47]4[C:52]([CH3:53])=[CH:51][N:50]=[C:49]([NH:54][CH2:55][CH2:56][N:57]5[CH2:62][CH2:61][NH:60][CH2:59][C@H:58]5[CH3:63])[N:48]=4)[S:43][C:42]=3[CH:41]=[CH:40][CH:39]=2)=[O:37])[CH2:34][CH2:33]1>>[ClH:3].[ClH:1].[ClH:3].[CH:32]1([NH:35][C:36]([C:38]2[C:46]3[CH:45]=[C:44]([C:47]4[C:52]([CH3:53])=[CH:51][N:50]=[C:49]([NH:54][CH2:55][CH2:56][N:57]5[CH2:62][CH2:61][N:60]([CH3:4])[CH2:59][C@H:58]5[CH3:63])[N:48]=4)[S:43][C:42]=3[CH:41]=[CH:40][CH:39]=2)=[O:37])[CH2:34][CH2:33]1 |f:0.1.2,4.5.6.7|. Procedure details: Using the method of 2-{5-chloro-2-[2-(1-methylpiperidin-4-yl)-ethylamino]-pyrimidin-4-yl}-benzo[b]thiophene-4-carboxylic acid amide di-hydrochloride, the title compound is synthesized from (R)-2-{5-methyl-2-[2-(2-methylpiperazin-1-yl)-ethylamino]-pyrimidin-4-yl}-benzo[b]thiophene-4-carboxylic acid cyclopropylamide and isolated as a yellow solid. ES+(m/z) 465 [M(free base)+H]. Starting materials: CC#N, COC(=O)C(C)(C)COC1CCCCO1, Cc1ccccc1, [H-], [Na+], O. Product: CC(C)(COC1CCCCO1)C(=O)CC#N. RXN SMILES: [CH3:16][C:17]#[N:18].[CH3:1][O:2][C:3]([C:4]([CH2:5][O:6][CH:7]1[O:8][CH2:9][CH2:10][CH2:11][CH2:12]1)([CH3:13])[CH3:14])=[O:15].[CH3:22][c:23]1[cH:24][cH:25][cH:26][cH:27][cH:28]1.[H-:19].[Na+:20].[OH2:21]>>[C:3]([C:4]([CH2:5][O:6][CH:7]1[O:8][CH2:9][CH2:10][CH2:11][CH2:12]1)([CH3:13])[CH3:14])(=[O:15])[CH2:16][C:17]#[N:18]. Yields the product COC(=O)C(C)c1ccc2cc(C(C)=O)ccc2c1. Reactants: CC(=O)c1ccc2cc(C(C)C(=O)O)ccc2c1, CCOCC. RXN SMILES: [C:1]([CH3:2])(=[O:3])[c:4]1[cH:5][c:6]2[cH:7][cH:8][c:9]([CH:14]([C:15](=[O:16])[OH:17])[CH3:18])[cH:10][c:11]2[cH:12][cH:13]1.[CH3:19][CH2:20][O:21][CH2:22][CH3:23]>>[C:1]([CH3:2])(=[O:3])[c:4]1[cH:5][c:6]2[cH:7][cH:8][c:9]([CH:14]([C:15](=[O:16])[O:17][CH3:19])[CH3:18])[cH:10][c:11]2[cH:12][cH:13]1. Reactants: C(C)(=O)OC(C)=O (acetic acid anhydride), FC1=CC=C(C=C1)C(CC1CCN(CC1)CCN1C(NC2=C1C=CC=C2)=O)=O (1-[2-[4-[2-(4-fluorophenyl)-2-oxoethyl]-1-piperidinyl]ethyl]-1,3-dihydro-2H-benzimidazol-2-one), CC1=CC=CC=C1 (methylbenzene), [OH-].[NH4+] (ammonium hydroxide). Solvent: O (water). Product: C(C)(=O)N1C(N(C2=C1C=CC=C2)CCN2CCC(CC2)CC(=O)C2=CC=C(C=C2)F)=O (1-acetyl-3-[2-[4-[2-(4-fluorophenyl)-2-oxoethyl]-1-piperidinyl]ethyl]-1,3-dihydro-2H-benzimidazol-2-one). Yield: 40.0%. As a reaction SMILES: [C:1](OC(=O)C)(=[O:3])[CH3:2].[F:8][C:9]1[CH:14]=[CH:13][C:12]([C:15](=[O:35])[CH2:16][CH:17]2[CH2:22][CH2:21][N:20]([CH2:23][CH2:24][N:25]3[C:29]4[CH:30]=[CH:31][CH:32]=[CH:33][C:28]=4[NH:27][C:26]3=[O:34])[CH2:19][CH2:18]2)=[CH:11][CH:10]=1.CC1C=CC=CC=1.[OH-].[NH4+]>O>[C:1]([N:27]1[C:28]2[CH:33]=[CH:32][CH:31]=[CH:30][C:29]=2[N:25]([CH2:24][CH2:23][N:20]2[CH2:19][CH2:18][CH:17]([CH2:16][C:15]([C:12]3[CH:13]=[CH:14][C:9]([F:8])=[CH:10][CH:11]=3)=[O:35])[CH2:22][CH2:21]2)[C:26]1=[O:34])(=[O:3])[CH3:2] |f:3.4|. Procedure: A mixture of 3.1 parts of acetic acid anhydride, 5 parts of 1-[2-[4-[2-(4-fluorophenyl)-2-oxoethyl]-1-piperidinyl]ethyl]-1,3-dihydro-2H-benzimidazol-2-one and 56 parts of methylbenzene is stirred and refluxed for 4 hours. The reaction mixture is cooled and water and ammonium hydroxide are added. Upon stirring, the product is crystallized. It is filtered off, washed with water and dried in vacuo, yielding 2.2 parts (40%) of 1-acetyl-3-[2-[4-[2-(4-fluorophenyl)-2-oxoethyl]-1-piperidinyl]ethyl]-1,3... Reactants: CCCCC (n-pentane), BrC=1C=C(C2=C(C(CO2)(C)C)C1)CC1CCCCC1 (5-bromo-7-cyclohexylmethyl-3,3-dimethyl-2,3-dihydro-benzofuran), C(C)(C)(C)[Li] (t-butyllithium), BrC=1C=C(C2=C(C(CO2)(C)C)C1)CC1CCCCC1 (5-bromo-7-cyclohexylmethyl-3,3-dimethyl-2,3-dihydro-benzofuran), solution, B(OC)(OC)OC (trimethyl borate). Solvent: C(C)OCC (diethyl ether). Yields the product C1(CCCCC1)CC1=CC(=CC=2C(COC21)(C)C)B(O)O (7-Cyclohexylmethyl-3,3-dimethyl-2,3-dihydro-benzofuran-5-boronic acid). As a reaction SMILES: Br[C:2]1[CH:3]=[C:4]([CH2:13][CH:14]2[CH2:19][CH2:18][CH2:17][CH2:16][CH2:15]2)[C:5]2[O:9][CH2:8][C:7]([CH3:11])([CH3:10])[C:6]=2[CH:12]=1.C([Li])(C)(C)C.CCCCC.[B:30](OC)([O:33]C)[O:31]C>C(OCC)C>[CH:14]1([CH2:13][C:4]2[C:5]3[O:9][CH2:8][C:7]([CH3:11])([CH3:10])[C:6]=3[CH:12]=[C:2]([B:30]([OH:33])[OH:31])[CH:3]=2)[CH2:19][CH2:18][CH2:17][CH2:16][CH2:15]1. Reported procedure: Following General Procedure A and using 5-bromo-7-cyclohexylmethyl-3,3-dimethyl-2,3-dihydro-benzofuran (Intermediate 46, 0.58 g, 1.79 mmol),15 mL of anhydrous diethyl ether, 1.7M solution of t-butyllithium in n-pentane (2.21 mL, 3.77 mmol) and trimethyl borate (0.42 mL, 3.77 mmol) the title compound was obtained as a foam that was used as such for the next step without purification and characterization.